From a dataset of the Open Reaction Database (ORD), a public repository of structured organic reaction records. describe an organic reaction: reactants, conditions, products, and yield Starting materials: CN(C1=CC=C(C=C1)C(C)C1=CC=C(C=C1)N(C)C)C (1,1-bis(4-dimethylaminophenyl)ethane), CN(C1=CC=C(C=CC=O)C=C1)C (4-dimethylaminocinnamaldehyde), CN(C1=CC=C(C=C1)C(C)C1=CC=C(C=C1)N(C)C)C (1,1-bis(4-dimethylaminophenyl)ethane), C(C)O (ethyl alcohol). The solvent is C(C)(=O)O (acetic acid). Run at temperature 5 celsius. Product: CN(C1=CC=C(C=C1)C(=CC(C=CC1=CC=C(C=C1)N(C)C)C=C(C1=CC=C(C=C1)N(C)C)C1=CC=C(C=C1)N(C)C)C1=CC=C(C=C1)N(C)C)C (bis{[2,2-bis(4-dimethylaminophenyl)]ethenyl}[2-(4-dimethylaminophenyl)ethenyl]methane). Reaction SMILES: [CH3:1][N:2]([CH3:13])[C:3]1[CH:12]=[CH:11][C:6]([CH:7]=[CH:8][CH:9]=O)=[CH:5][CH:4]=1.[CH3:14][N:15]([CH3:33])[C:16]1[CH:21]=[CH:20][C:19]([CH:22]([C:24]2[CH:29]=[CH:28][C:27]([N:30]([CH3:32])[CH3:31])=[CH:26][CH:25]=2)[CH3:23])=[CH:18][CH:17]=1.[CH2:34](O)[CH3:35]>C(O)(=O)C>[CH3:1][N:2]([CH3:13])[C:3]1[CH:12]=[CH:11][C:6]([C:7]([C:35]2[CH:34]=[CH:21][C:16]([N:15]([CH3:33])[CH3:14])=[CH:17][CH:18]=2)=[CH:8][CH:9]([CH:23]=[C:22]([C:19]2[CH:18]=[CH:17][C:16]([N:15]([CH3:14])[CH3:33])=[CH:21][CH:20]=2)[C:24]2[CH:25]=[CH:26][C:27]([N:30]([CH3:31])[CH3:32])=[CH:28][CH:29]=2)[CH:19]=[CH:22][C:24]2[CH:29]=[CH:28][C:27]([N:30]([CH3:32])[CH3:31])=[CH:26][CH:25]=2)=[CH:5][CH:4]=1. Procedure: A mixture of 5.7g of 4-dimethylaminocinnamaldehyde, 16.2 g of 1,1-bis(4-dimethylaminophenyl)ethane, 300.0 ml of ethyl alcohol and 6.0 ml of glacial acetic acid was refluxed approximately eighteen hours. After cooling slightly an additional 3.0 g of 1,1-bis(4-dimethylaminophenyl)ethane was added and reflux maintained for an additional four hours. The resulting reaction mixture was cooled to approximately 5° C. and the solid which formed was collected by filtration. The solid was recrystallised fr... Reactants: CN(C(=O)C1=CC2=C(N(C(=N2)CN2C(N(C3=C2C=CC=C3)C(C)C)=O)CCC(C)C)C=C1)C (2-(3-isopropyl-2-oxo-2,3-dihydro-benzoimidazol-1-ylmethyl)-1-(3-methyl-butyl)-1H-benzoimidazole-5-carboxylic acid dimethylamide), [OH-].[NH4+] (ammonium hydroxide). The product is C(C)(C)N1C(N(C2=C1C=CC=C2)CC2=NC1=C(N2CCC(C)C)C=CC(=C1)C(=O)N)=O (2-(3-Isopropyl-2-oxo-2,3-dihydro-benzoimidazol-1-ylmethyl)-1-(3-methyl-butyl)-1H-benzoimidazole-5-carboxylic acid amide). As a reaction SMILES: C[N:2](C)[C:3]([C:5]1[CH:32]=[CH:31][C:8]2[N:9]([CH2:26][CH2:27][CH:28]([CH3:30])[CH3:29])[C:10]([CH2:12][N:13]3[C:17]4[CH:18]=[CH:19][CH:20]=[CH:21][C:16]=4[N:15]([CH:22]([CH3:24])[CH3:23])[C:14]3=[O:25])=[N:11][C:7]=2[CH:6]=1)=[O:4].[OH-].[NH4+]>>[CH:22]([N:15]1[C:16]2[CH:21]=[CH:20][CH:19]=[CH:18][C:17]=2[N:13]([CH2:12][C:10]2[N:9]([CH2:26][CH2:27][CH:28]([CH3:30])[CH3:29])[C:8]3[CH:31]=[CH:32][C:5]([C:3]([NH2:2])=[O:4])=[CH:6][C:7]=3[N:11]=2)[C:14]1=[O:25])([CH3:23])[CH3:24] |f:1.2|. Procedure: 2-(3-Isopropyl-2-oxo-2,3-dihydro-benzoimidazol-1-ylmethyl)-1-(3-methyl-butyl)-1H-benzoimidazole-5-carboxylic acid amide was prepared by the same procedure as 2-(3-isopropyl-2-oxo-2,3-dihydro-benzoimidazol-1-ylmethyl)-1-(3-methyl-butyl)-1H-benzoimidazole-5-carboxylic acid dimethylamide, except using ammonium hydroxide. Procedure: 4.72 cm3 of thiophene-2-thiol were run, with stirring at a temperature in the region of 20° C., into a stirred solution of 8.25 cm3 of 20% aqueous sodium hydroxide solution and 14.6 cm3 of 1-bromo-2-chloroethane. The mixture was subsequently stirred for 6 hours at a temperature in the region of 20° C. 40 cm3 of ethyl ether were subsequently added and the organic phase was washed with water and then dried over magnesium sulfate. After filtering through paper, the organic solution was evaporated u... Reactants: S1C(=CC=C1)S (thiophene-2-thiol), [OH-].[Na+] (sodium hydroxide), BrCCCl (1-bromo-2-chloroethane). Run in C(C)OCC (ethyl ether). Run at temperature 20 celsius, time 6 hour. The product is ClCCSC=1SC=CC1 (2-(2-chloroethylthio)thiophene). As a reaction SMILES: [S:1]1[CH:5]=[CH:4][CH:3]=[C:2]1[SH:6].[OH-].[Na+].Br[CH2:10][CH2:11][Cl:12]>C(OCC)C>[Cl:12][CH2:11][CH2:10][S:6][C:2]1[S:1][CH:5]=[CH:4][CH:3]=1 |f:1.2|. The reactants are [OH-].[Li+] (lithium hydroxide), C(C)(=O)OCC1=CSC(=C1)C1=NN=C(C2=CC=CC=C12)NC1=CC=C(C=C1)OC1=CC=NC2=CC(=CN=C12)OC ((5-(4-(4-(7-methoxy-1,5-naphthyridin-4-yloxy)phenylamino)phthalazin-1-yl)thiophen-3-yl)methyl acetate), C1CCOC1 (THF), CO (MeOH). Solvent: O (Water), O (water). Run at time 2 hour. Product: COC1=CN=C2C(=CC=NC2=C1)OC1=CC=C(C=C1)NC1=NN=C(C2=CC=CC=C12)C1=CC(=CS1)CO ((5-(4-(4-(7-methoxy-1,5-naphthyridin-4-yloxy)phenylamino)phthalazin-1-yl)thiophen-3-yl)methanol). RXN SMILES: C([O:4][CH2:5][C:6]1[CH:10]=[C:9]([C:11]2[C:20]3[C:15](=[CH:16][CH:17]=[CH:18][CH:19]=3)[C:14]([NH:21][C:22]3[CH:27]=[CH:26][C:25]([O:28][C:29]4[C:38]5[C:33](=[CH:34][C:35]([O:39][CH3:40])=[CH:36][N:37]=5)[N:32]=[CH:31][CH:30]=4)=[CH:24][CH:23]=3)=[N:13][N:12]=2)[S:8][CH:7]=1)(=O)C.C1COCC1.CO.[OH-].[Li+]>O>[CH3:40][O:39][C:35]1[CH:34]=[C:33]2[C:38]([C:29]([O:28][C:25]3[CH:26]=[CH:27][C:22]([NH:21][C:14]4[C:15]5[C:20](=[CH:19][CH:18]=[CH:17][CH:16]=5)[C:11]([C:9]5[S:8][CH:7]=[C:6]([CH2:5][OH:4])[CH:10]=5)=[N:12][N:13]=4)=[CH:23][CH:24]=3)=[CH:30][CH:31]=[N:32]2)=[N:37][CH:36]=1 |f:3.4|. Procedure: A scintillation vial was charged with (5-(4-(4-(7-methoxy-1,5-naphthyridin-4-yloxy)phenylamino)phthalazin-1-yl)thiophen-3-yl)methyl acetate (137 mg, 249 μmol), 1.0 mL 3:1:1 THF:MeOH:water and lithium hydroxide (47.8 mg, 1994 μmol). The homogeneous mixture was stirred at RT for 2 h. Water was added to the mixture, and the precipitated solids were filtered, washed with water, and dried. The crude solids were purified by reverse phase chromatography, Gilson, 10-90% 0.1% TFA/ACN in water to provide ... Reactants: CN1N=C(N=C1NCCCOC1=CC(=CC=C1)C1OCCO1)N (1-methyl-N5 -[3-[3-(1,3-dioxolan-2-yl)phenoxy]propyl]-1H-1,2,4-triazole-3,5-diamine), Cl (hydrochloric acid), [BH4-].[Na+] (sodium borohydride), N1CCCCC1 (piperidine). Run in O1CCCC1 (tetrahydrofuran), O (water). Run at time 1 hour. Yields the product CN1N=C(N=C1NCCCOC1=CC(=CC=C1)CN1CCCCC1)N (1-Methyl-N5 -[3-[3-(1-piperidinylmethyl)phenoxy]propyl]-1H-1,2,4-triazole-3,5-diamine). As a reaction SMILES: [CH3:1][N:2]1[C:6]([NH:7][CH2:8][CH2:9][CH2:10][O:11][C:12]2[CH:17]=[CH:16][CH:15]=[C:14]([CH:18]3OCCO3)[CH:13]=2)=[N:5][C:4]([NH2:23])=[N:3]1.Cl.[NH:25]1[CH2:30][CH2:29][CH2:28][CH2:27][CH2:26]1.[BH4-].[Na+]>O1CCCC1.O>[CH3:1][N:2]1[C:6]([NH:7][CH2:8][CH2:9][CH2:10][O:11][C:12]2[CH:17]=[CH:16][CH:15]=[C:14]([CH2:18][N:25]3[CH2:30][CH2:29][CH2:28][CH2:27][CH2:26]3)[CH:13]=2)=[N:5][C:4]([NH2:23])=[N:3]1 |f:3.4|. Procedure details: A solution of 1-methyl-N5 -[3-[3-(1,3-dioxolan-2-yl)phenoxy]propyl]-1H-1,2,4-triazole-3,5-diamine (106 mg) in tetrahydrofuran (2 ml) was stirred with 2N hydrochloric acid (0.2 ml) for 1/2 h at room temperature. The mixture was treated with piperidine (0.5 ml), stirred at room temperature for 1 h, and then treated with sodium borohydride (75 mg). After a further 1 h, the mixture was diluted with water, and extracted with ethyl acetate. The combined extracts were dried and evaporated in vacuo. The... Reactants: ClC(=O)OC(C)Cl (1-Chloroethyl chloroformate), C(C1=CC=CC=C1)N1C[C@]2(C(N(C(N2C)=O)C2=CC(=CC(=C2)Cl)Cl)=O)[C@@H](C1)C1=CC=C(C#N)C=C1 (4-[(5S*,9R*)-7-Benzyl-3-(3,5-dichlorophenyl)-1-methyl-2,4-dioxo-1,3,7-triazaspiro[4.4]non-9-yl]-benzonitrile). Run in C(Cl)Cl (DCM). Reaction conditions: time 1 hour. Product: ClC=1C=C(C=C(C1)Cl)N1C(N([C@]2(C1=O)CNC[C@H]2C2=CC=C(C#N)C=C2)C)=O (4-[(5S*,9R*)-3-(3,5-Dichlorophenyl)-1-methyl-2,4-dioxo-1,3,7-triazaspiro[4.4]non-9-yl]-benzonitrile). Yield: 116.8%. As a reaction SMILES: ClC(OC(Cl)C)=O.C([N:15]1[CH2:34][C@@H:33]([C:35]2[CH:42]=[CH:41][C:38]([C:39]#[N:40])=[CH:37][CH:36]=2)[C@:17]2([N:21]([CH3:22])[C:20](=[O:23])[N:19]([C:24]3[CH:29]=[C:28]([Cl:30])[CH:27]=[C:26]([Cl:31])[CH:25]=3)[C:18]2=[O:32])[CH2:16]1)C1C=CC=CC=1>C(Cl)Cl>[Cl:31][C:26]1[CH:25]=[C:24]([N:19]2[C:18](=[O:32])[C@@:17]3([C@H:33]([C:35]4[CH:36]=[CH:37][C:38]([C:39]#[N:40])=[CH:41][CH:42]=4)[CH2:34][NH:15][CH2:16]3)[N:21]([CH3:22])[C:20]2=[O:23])[CH:29]=[C:28]([Cl:30])[CH:27]=1. Reported procedure: 1-Chloroethyl chloroformate (4.4 ml, 40.3 mmol) was added to a cooled (5° C.) solution of Example 14 (5.1 g, 10.1 mmol) in DCM (250 ml). After 1 h at 5° C., the reaction mixture was stirred at RT for 20 h. The solution was concentrated to dryness and then refluxed in MeOH (350 ml) for 3 h. After concentration in vacuo, the oily residue was triturated in Et2O to give the hydrochloride of the desired compound (4.9 g). After basification, the product was chromatographed over silica gel (DCM/MeOH 90... The reactants are N(=[N+]=[N-])C[C@@H]1[C@H]([C@@H]([C@@H]2SC3=C(N([C@@H]2O1)CCN(CC)CC)C=C(C=C3)Cl)OC(C)=O)OC(C)=O ((2R, 3R, 4S, 4aS, 10aR)-2-azidomethyl-8-chloro -3, 4-diacetoxy-10-(2-diethylaminoethyl)-2, 3, 4, 4a, 10, 10a-hexahydropyrano [3, 2-b] [1, 4] benzothiazine). Run in N (ammonia). Run at time 6 hour. Product: N(=[N+]=[N-])C[C@@H]1[C@H]([C@@H]([C@@H]2SC3=C(N([C@@H]2O1)CCN(CC)CC)C=C(C=C3)Cl)O)O ((2R, 3S, 4S, 4aS, 10aR)-2-azidomethyl-8-chloro-10-(2diethylaminoethyl) -3, 4-dihydroxy-2, 3, 4, 4a, 10, 10a-hexahydropyrano [3, 2-b] [1, 4] benzothiazine). Reaction SMILES: [N:1]([CH2:4][C@H:5]1[O:14][C@@H:13]2[C@@H:8]([S:9][C:10]3[CH:25]=[CH:24][C:23]([Cl:26])=[CH:22][C:11]=3[N:12]2[CH2:15][CH2:16][N:17]([CH2:20][CH3:21])[CH2:18][CH3:19])[C@@H:7]([O:27]C(=O)C)[C@@H:6]1[O:31]C(=O)C)=[N+:2]=[N-:3]>N>[N:1]([CH2:4][C@H:5]1[O:14][C@@H:13]2[C@@H:8]([S:9][C:10]3[CH:25]=[CH:24][C:23]([Cl:26])=[CH:22][C:11]=3[N:12]2[CH2:15][CH2:16][N:17]([CH2:18][CH3:19])[CH2:20][CH3:21])[C@@H:7]([OH:27])[C@@H:6]1[OH:31])=[N+:2]=[N-:3]. Procedure: The compound (37) 10.1 g obtained in Example 36 was dissolved in 250 ml of ammonia-saturated methanol, and the solution was stirred for 6 hours at room temperature. The solvent was removed under reduced pressure to obtain the title compound quantitatively.